Dataset: the Open Reaction Database (ORD), a public repository of structured organic reaction records. Task: describe an organic reaction: reactants, conditions, products, and yield Starting materials: COC=1C=C2C(=CC=NC2=CC1OC)OC1=C(C=C(C=C1)N)OC (4-(6,7-dimethoxy-quinolin-4-yloxy)-3-methoxy-phenylamine), C(C)N1C(N(C(C(=C1)C(=O)O)=O)C1=CC=C(C=C1)F)=O (1-ethyl-3-(4-fluorophenyl)-2,4-dioxo-1,2,3,4-tetrahydropyrimidine-5-carboxylic acid). The product is COC=1C=C2C(=CC=NC2=CC1OC)OC1=C(C=C(C=C1)NC(=O)C=1C(N(C(N(C1)CC)=O)C1=CC=C(C=C1)F)=O)OC (1-Ethyl-3-(4-fluoro-phenyl)-2,4-dioxo-1,2,3,4-tetrahydro-pyrimidine-5-carboxylic acid [4-(6,7-dimethoxy-quinolin-4-yloxy)-3-methoxy-phenyl]-amide). As a reaction SMILES: [CH3:1][O:2][C:3]1[CH:4]=[C:5]2[C:10](=[CH:11][C:12]=1[O:13][CH3:14])[N:9]=[CH:8][CH:7]=[C:6]2[O:15][C:16]1[CH:21]=[CH:20][C:19]([NH2:22])=[CH:18][C:17]=1[O:23][CH3:24].[CH2:25]([N:27]1[CH:32]=[C:31]([C:33](O)=[O:34])[C:30](=[O:36])[N:29]([C:37]2[CH:42]=[CH:41][C:40]([F:43])=[CH:39][CH:38]=2)[C:28]1=[O:44])[CH3:26]>>[CH3:1][O:2][C:3]1[CH:4]=[C:5]2[C:10](=[CH:11][C:12]=1[O:13][CH3:14])[N:9]=[CH:8][CH:7]=[C:6]2[O:15][C:16]1[CH:21]=[CH:20][C:19]([NH:22][C:33]([C:31]2[C:30](=[O:36])[N:29]([C:37]3[CH:42]=[CH:41][C:40]([F:43])=[CH:39][CH:38]=3)[C:28](=[O:44])[N:27]([CH2:25][CH3:26])[CH:32]=2)=[O:34])=[CH:18][C:17]=1[O:23][CH3:24]. Procedure details: This compound was synthesized using 4-(6,7-dimethoxy-quinolin-4-yloxy)-3-methoxy-phenylamine and 1-ethyl-3-(4-fluorophenyl)-2,4-dioxo-1,2,3,4-tetrahydropyrimidine-5-carboxylic acid using the procedure for example 1. mp=245-247° C.; LCMS m/z=587 (M+1); 1H NMR (DMSO-d6) δ: 10.98 (s, 1H), 8.89 (s, 1H), 8.46 (d, 1H, J=6 Hz), 7.56 (d, 1H, J=2 Hz), 7.53 (s, 1H), 7.49 (dd, 1H, J=3, 9 Hz), 7.45-7.41 (m, 2H), 7.39-7.34 (m, 3H), 7.25 (d, 1H, J=9 Hz), 6.36 (d, 1H, J=6 Hz), 4.01 (q, 2H, J=8 Hz), 3.95 (d, 6H... Starting materials: C(C1=CC=CC=C1)O[C@@H]1C(O)O[C@H]([C@H]([C@H]1OCC1=CC=CC=C1)OCC1=CC=CC=C1)C (2,3,4-tri-O-benzyl-L-fucopyranose), C(C=C)[Si](C)(C)C (allyltrimethylsilane), C[Si](C)(C)OS(=O)(=O)C(F)(F)F (trimethylsilyltrifluoromethanesulfonate). Solvent: C(C)#N (acetonitrile). Reaction conditions: time 14 hour. Yields the product C(C=C)[C@H]1[C@@H](OCC2=CC=CC=C2)[C@H](OCC2=CC=CC=C2)[C@H](OCC2=CC=CC=C2)[C@@H](O1)C (1-allyl-1-deoxy-2,3,4-tri-O-benzyl-α-L-fucopyranose). Yield: 79.0%. RXN SMILES: [CH2:1]([O:8][C@H:9]1[C@H:15]([O:16][CH2:17][C:18]2[CH:23]=[CH:22][CH:21]=[CH:20][CH:19]=2)[C@H:14]([O:24][CH2:25][C:26]2[CH:31]=[CH:30][CH:29]=[CH:28][CH:27]=2)[C@H:13]([CH3:32])[O:12]C1O)[C:2]1[CH:7]=[CH:6][CH:5]=[CH:4][CH:3]=1.[CH2:33]([Si](C)(C)C)[CH:34]=[CH2:35].[CH3:40][Si](OS(C(F)(F)F)(=O)=O)(C)C>C(#N)C>[CH2:34]([C@@H:35]1[O:12][C@@H:13]([CH3:32])[C@@H:14]([O:24][CH2:25][C:26]2[CH:27]=[CH:28][CH:29]=[CH:30][CH:31]=2)[C@@H:15]([O:16][CH2:17][C:18]2[CH:19]=[CH:20][CH:21]=[CH:22][CH:23]=2)[C@@H:9]1[O:8][CH2:1][C:2]1[CH:7]=[CH:6][CH:5]=[CH:4][CH:3]=1)[CH:33]=[CH2:40]. Procedure: To a solution of 2,3,4-tri-O-benzyl-L-fucopyranose (11a, 10.0 g) in acetonitrile (100 ml) at 0° C., allyltrimethylsilane (12 ml) was added followed by trimethylsilyltrifluoromethanesulfonate (14.5 ml). The solution was warmed to room temperature and was stirred for 14 hours at room temperature. The mixture was quenched with water (100 ml) in an ice-water bath. The acetonitrile was evaporated in vacuo and the mixture was extracted with ethyl acetate (3×100 ml). The combined organic extracts were ... Reactants: D1, ClC1=C(C=C(C=N1)C=O)F (6-chloro-5-fluoro-3-pyridinecarbaldehyde), ClC1=C(C=C(C=C1)O)C(F)(F)F (4-chloro-3-(trifluoromethyl)phenol). Yields the product ClC1=C(C=C(C=C1)OC1=C(C=C(C=N1)C=O)F)C(F)(F)F (6-{[4-chloro-3-(trifluoromethyl)phenyl]oxy}-5-fluoro-3-pyridinecarbaldehyde). Reaction SMILES: Cl[C:2]1[N:7]=[CH:6][C:5]([CH:8]=[O:9])=[CH:4][C:3]=1[F:10].[Cl:11][C:12]1[CH:17]=[CH:16][C:15]([OH:18])=[CH:14][C:13]=1[C:19]([F:22])([F:21])[F:20]>>[Cl:11][C:12]1[CH:17]=[CH:16][C:15]([O:18][C:2]2[N:7]=[CH:6][C:5]([CH:8]=[O:9])=[CH:4][C:3]=2[F:10])=[CH:14][C:13]=1[C:19]([F:20])([F:21])[F:22]. Procedure details: The title compound was prepared by a procedure similar to that described for D1 starting from 6-chloro-5-fluoro-3-pyridinecarbaldehyde and 4-chloro-3-(trifluoromethyl)phenol. LC-MS (ESI): m/z 320 [M+H]+; 3.62 min (ret time). Starting materials: BrC1=C(N)C=CC(=C1)CC1=CC=CC=C1 (2-bromo-4-benzylaniline), OCC(O)CO (glycerol). The product is C(C1=CC=CC=C1)C=1C=C2C=CC=NC2=C(C1)Br (6-benzyl-8-bromoquinoline). RXN SMILES: [Br:1][C:2]1[CH:8]=[C:7]([CH2:9][C:10]2[CH:15]=[CH:14][CH:13]=[CH:12][CH:11]=2)[CH:6]=[CH:5][C:3]=1[NH2:4].O[CH2:17][CH:18]([CH2:20]O)O>>[CH2:9]([C:7]1[CH:6]=[C:5]2[C:3](=[C:2]([Br:1])[CH:8]=1)[N:4]=[CH:20][CH:18]=[CH:17]2)[C:10]1[CH:11]=[CH:12][CH:13]=[CH:14][CH:15]=1. Reported procedure: 2-bromo-4-benzylaniline and glycerol can be combined to form 6-benzyl-8-bromoquinoline, Starting materials: Cl, Clc1ccccc1, Cc1nn(C)c(Cl)c1C=O, [Hg]. Yields the product Cc1nn(C)c(Cl)c1C(=O)Cl. As a reaction SMILES: [Cl:11].[Cl:12][c:13]1[cH:14][cH:15][cH:16][cH:17][cH:18]1.[Cl:1][c:2]1[c:3]([CH:9]=[O:10])[c:4]([CH3:8])[n:5][n:6]1[CH3:7].[Hg:19]>>[Cl:1][c:2]1[c:3]([C:9](=[O:10])[Cl:12])[c:4]([CH3:8])[n:5][n:6]1[CH3:7]. Starting materials: ClC1=CC(=C(C=C1Cl)N)N (4,5-dichlorophenylenediamine), C(C(=O)OCC)(=O)OCC (diethyl oxalate). Product: ClC=1C=C2NC(C(NC2=CC1Cl)=O)=O (6,7-Dichloro-1,4-dihydroquinoxaline-2,3-dione), powder. Procedure details: A mixture of 4,5-dichlorophenylenediamine (54 g, 305 mmol) and diethyl oxalate (124 mL, 146.1 g, 920 mmol) was refluxed overnight, cooled to room temperature, and filtered. The residue was washed with ethanol and dried in vacuo to give the title product as a gray solid powder (67.5 g, 96%); mp>320° C.; IR (KBr, cm−1) 3188, 3156, 3057, 2918, 1724, 1693, 1613, 1497, 1452, 1340, 1338, 1250, 1131, 877, 811, 676, 669, 565; 1H NMR (DMSO) δ 12.00 (s, 2H), 7.18 (s, 2H); 13C NMR (DMSO) δ 154.8, 126.0, 12... The yield is 96.0%. Reaction SMILES: [Cl:1][C:2]1[C:7]([Cl:8])=[CH:6][C:5]([NH2:9])=[C:4]([NH2:10])[CH:3]=1.[C:11](OCC)(=[O:17])[C:12](OCC)=[O:13]>>[Cl:1][C:2]1[CH:3]=[C:4]2[C:5](=[CH:6][C:7]=1[Cl:8])[NH:9][C:12](=[O:13])[C:11](=[O:17])[NH:10]2. Starting materials: [BH4-], [Br-], C1CCOC1, COc1ccc([Mg+])cc1, COC(C)(C)C, ClCCl, Cl, [Na+], [Na+], [Na+], [Na+], O=S(=O)([O-])[O-], N#CC1CCC2(CC1)OCCO2, [OH-]. The product is COc1ccc(C(N)C2CCC3(CC2)OCCO3)cc1. RXN SMILES: [BH4-:30].[Br-:1].[CH2:35]1[O:36][CH2:37][CH2:38][CH2:39]1.[CH3:2][O:3][c:4]1[cH:5][cH:6][c:7]([Mg+:10])[cH:8][cH:9]1.[CH3:40][O:41][C:42]([CH3:43])([CH3:44])[CH3:45].[Cl:46][CH2:47][Cl:48].[ClH:32].[Na+:23].[Na+:24].[Na+:31].[Na+:34].[O-:25][S:26](=[O:27])(=[O:28])[O-:29].[O:11]1[CH2:12][CH2:13][O:14][C:15]12[CH2:16][CH2:17][CH:18]([C:21]#[N:22])[CH2:19][CH2:20]2.[OH-:33]>>[CH3:2][O:3][c:4]1[cH:5][cH:6][c:7]([CH:21]([CH:18]2[CH2:17][CH2:16][C:15]3([O:11][CH2:12][CH2:13][O:14]3)[CH2:20][CH2:19]2)[NH2:22])[cH:8][cH:9]1. Starting materials: COC(=O)CP(=O)(OC)OC (Trimethyl phosphonoacetate), [H][H] (hydrogen), [H-].[Na+] (Sodium hydride), C(C1=CC=CC=C1)N1CCC(CC1)=O (1-Benzyl-4-piperidone). Reagents/catalysts: [Pt](=O)=O (Platinum(IV) oxide). Run in C(C)OCC (diethyl ether), hexanes, CN(C=O)C (N,N-dimethylformamide). Reaction conditions: temperature 0 celsius, time 30 minute. Product: C(C1=CC=CC=C1)N1CCC(CC1)CC(=O)OC (Methyl 2-(1-benzylpiperidin-4-yl)acetate). Yield: 90.0%. Reaction SMILES: [H-].[Na+].[CH3:3][O:4][C:5]([CH2:7]P(OC)(OC)=O)=[O:6].[CH2:14]([N:21]1[CH2:26][CH2:25][C:24](=O)[CH2:23][CH2:22]1)[C:15]1[CH:20]=[CH:19][CH:18]=[CH:17][CH:16]=1.[H][H]>CN(C)C=O.C(OCC)C.[Pt](=O)=O>[CH2:14]([N:21]1[CH2:26][CH2:25][CH:24]([CH2:7][C:5]([O:4][CH3:3])=[O:6])[CH2:23][CH2:22]1)[C:15]1[CH:20]=[CH:19][CH:18]=[CH:17][CH:16]=1 |f:0.1|. Procedure: Sodium hydride (60% in mineral oil, 10.55 g, 264 mmol) was washed with hexanes then suspended in N,N-dimethylformamide (200 mL). Mixture was cooled to 0° C. Trimethyl phosphonoacetate (38.0 mL, 249 mmol) was added to the mixture dropwise. The reaction was stirred at 0° C. for 30 minutes. 1-Benzyl-4-piperidone (40.0 mL, 220 mmol) was added to the reaction mixture dropwise. The reaction was warmed to ambient temperature and held with stirring for 1 h. The reaction mixture was diluted with diethyl ...